This data is from the Open Reaction Database (ORD), a public repository of structured organic reaction records. The task is: describe an organic reaction: reactants, conditions, products, and yield Reactants: S1C=CC(C=2NC=3C=CC=CC3C21)=O (thiopyrano[3,2-b]indol-4(5H)-one), C(C#C)Br (propargyl bromide). Yields the product C(C#C)N1C2=C(C=3C=CC=CC13)SC=CC2=O (5-Propargylthiopyrano[3,2-b]indol-4(5H)-one). Procedure: -- By the same method as described in Example 7, 4.8 g of thiopyrano[3,2-b]indol-4(5H)-one is alkylated with propargyl bromide to give 5.0 g of product, mp 144° C after recrystallization from methylene chlorideether. Reaction SMILES: [S:1]1[C:13]2[C:12]3[CH:11]=[CH:10][CH:9]=[CH:8][C:7]=3[NH:6][C:5]=2[C:4](=[O:14])[CH:3]=[CH:2]1.[CH2:15](Br)[C:16]#[CH:17]>>[CH2:17]([N:6]1[C:7]2[CH:8]=[CH:9][CH:10]=[CH:11][C:12]=2[C:13]2[S:1][CH:2]=[CH:3][C:4](=[O:14])[C:5]1=2)[C:16]#[CH:15]. Starting materials: CC1(C)C(=O)Nc2ccc(C(=O)C[n+]3ccccc3)cc21, [Cl-], Cl, [Na+], [OH-], O. Product: CC1(C)C(=O)Nc2ccc(C(=O)O)cc21. RXN SMILES: [CH3:4][C:5]1([CH3:24])[C:6](=[O:23])[NH:7][c:8]2[cH:9][cH:10][c:11]([C:14]([CH2:15][n+:16]3[cH:17][cH:18][cH:19][cH:20][cH:21]3)=[O:22])[cH:12][c:13]21.[Cl-:3].[ClH:25].[Na+:2].[OH-:1].[OH2:26]>>[O:1]=[C:14]([c:11]1[cH:10][cH:9][c:8]2[c:13]([cH:12]1)[C:5]([CH3:4])([CH3:24])[C:6](=[O:23])[NH:7]2)[OH:22]. Starting materials: N1C=NC=C1 (imidazole), COC(CBr)=O (methylbromoacetate), [OH-].[K+] (potassium hydroxide), C([O-])([O-])=O.[K+].[K+] (potassium carbonate). The reagents and catalysts are [Cl-].C(C1=CC=CC=C1)[N+](CC)(CC)CC (benzyltriethylammonium chloride). The solvent is C(Cl)Cl (CH2Cl2). Conditions: time 3 hour. Product: COC(CN1C=NC=C1)=O (Imidazol-1-yl-acetic acid methyl ester). Isolated yield 27.0%. Reaction SMILES: [NH:1]1[CH:5]=[CH:4][N:3]=[CH:2]1.[OH-].[K+].C(=O)([O-])[O-].[K+].[K+].[CH3:14][O:15][C:16](=[O:19])[CH2:17]Br>[Cl-].C([N+](CC)(CC)CC)C1C=CC=CC=1.C(Cl)Cl>[CH3:14][O:15][C:16](=[O:19])[CH2:17][N:1]1[CH:5]=[CH:4][N:3]=[CH:2]1 |f:1.2,3.4.5,7.8|. Procedure details: Under nitrogen, combined 1.0 g of imidazole (14.7 mmol) with 824 mg of potassium hydroxide (14.7 mmol), 2.0 g of potassium carbonate (14.7 mmol) and 82 mg of benzyltriethylammonium chloride (7.34 mmol) in 40 ml of CH2Cl2. Added 695 μl of methylbromoacetate. Reaction is stirred at room temperature for 3 hours. Filtered off solids, rinsed with CH2Cl2, and evaporated the filtrate under reduced pressure to give colorless oil. Product is purified by flash chromatography on a Biotage Flash 40 (Eluent:... Reactants: CC(C)(C)[Mg+], C1CCOC1, [Cl-], O=C(c1cc(F)cc(F)c1)C1CN(C(c2ccc(Cl)cc2)c2ccc(Cl)cc2)C1, [Na+], [OH-]. The product is CC(C)(C)C(O)(c1cc(F)cc(F)c1)C1CN(C(c2ccc(Cl)cc2)c2ccc(Cl)cc2)C1. As a reaction SMILES: [C:31]([CH3:32])([CH3:33])([CH3:34])[Mg+:35].[CH2:38]1[O:39][CH2:40][CH2:41][CH2:42]1.[Cl-:30].[Cl:1][c:2]1[cH:3][cH:4][c:5]([CH:8]([N:9]2[CH2:10][CH:11]([C:13](=[O:14])[c:15]3[cH:16][c:17]([F:22])[cH:18][c:19]([F:21])[cH:20]3)[CH2:12]2)[c:23]2[cH:24][cH:25][c:26]([Cl:29])[cH:27][cH:28]2)[cH:6][cH:7]1.[Na+:37].[OH-:36]>>[Cl:1][c:2]1[cH:3][cH:4][c:5]([CH:8]([N:9]2[CH2:10][CH:11]([C:13]([OH:14])([c:15]3[cH:16][c:17]([F:22])[cH:18][c:19]([F:21])[cH:20]3)[C:31]([CH3:32])([CH3:33])[CH3:34])[CH2:12]2)[c:23]2[cH:24][cH:25][c:26]([Cl:29])[cH:27][cH:28]2)[cH:6][cH:7]1. The reactants are C(C1=CC=CC=C1)(=O)OCC=1SC2=C(N1)C=CC(=C2)N2C(OC(C2)COC)=O (3-(2-benzoyloxymethylbenzothiazol-6-yl)-5-methoxymethyl-2-oxazolidinone), [OH-].[Na+] (NaOH). Solvent: CO.O1CCOCC1 (methanol dioxane). Conditions: time 2 hour. Product: OCC=1SC2=C(N1)C=CC(=C2)N2C(OC(C2)COC)=O (3-(2-Hydroxymethylbenzothiazol-6-yl)-5-methoxymethyl-2-oxazolidinone). Isolated yield 93.6%. Reaction SMILES: C([O:9][CH2:10][C:11]1[S:12][C:13]2[CH:19]=[C:18]([N:20]3[CH2:24][CH:23]([CH2:25][O:26][CH3:27])[O:22][C:21]3=[O:28])[CH:17]=[CH:16][C:14]=2[N:15]=1)(=O)C1C=CC=CC=1.[OH-].[Na+]>CO.O1CCOCC1>[OH:9][CH2:10][C:11]1[S:12][C:13]2[CH:19]=[C:18]([N:20]3[CH2:24][CH:23]([CH2:25][O:26][CH3:27])[O:22][C:21]3=[O:28])[CH:17]=[CH:16][C:14]=2[N:15]=1 |f:1.2,3.4|. Reported procedure: 4.7 g of the 3-(2-benzoyloxymethylbenzothiazol-6-yl)-5-methoxymethyl-2-oxazolidinone obtained in the Example 1 was dissolved in methanol/dioxane (1:1) solvent. 7.5 ml of a 2N NaOH aqueous solution was added to the solution and the mixture was stirred for 2 h. Methanol was removed under reduced pressure and then water was added to the residue. After extraction with ethyl acetate followed by drying over sodium sulfate, the solution was concentrated under reduced pressure to give 3.25 g of the titl... The reactants are [OH-].[Li+] (lithium hydroxide), N1=CC=CC2=CC(=CC=C12)C1(CC1)C1=NN=C2N1N=C(C=N2)C2=CC=C(C(=O)OC)C=C2 (Methyl 4-[3-(1-quinolin-6-ylcyclopropyl) [1,2,4]triazolo[4,3-b][1,2,4]triazin-6-yl]benzoate), Cl (HCl). Run in O (water), C1CCOC1.CO.O (THF MeOH—H2O). Product: N1=CC=CC2=CC(=CC=C12)C1(CC1)C1=NN=C2N1N=C(C=N2)C2=CC=C(C(=O)O)C=C2 (4-[3-(1-quinolin-6-ylcyclopropyl)[1,2,4]triazolo[4,3-b][1,2,4]triazin-6-yl]benzoic acid). The yield is 73.5%. RXN SMILES: [N:1]1[C:10]2[C:5](=[CH:6][C:7]([C:11]3([C:14]4[N:18]5[N:19]=[C:20]([C:23]6[CH:32]=[CH:31][C:26]([C:27]([O:29]C)=[O:28])=[CH:25][CH:24]=6)[CH:21]=[N:22][C:17]5=[N:16][N:15]=4)[CH2:13][CH2:12]3)=[CH:8][CH:9]=2)[CH:4]=[CH:3][CH:2]=1.[OH-].[Li+].Cl>C1COCC1.CO.O.O>[N:1]1[C:10]2[C:5](=[CH:6][C:7]([C:11]3([C:14]4[N:18]5[N:19]=[C:20]([C:23]6[CH:24]=[CH:25][C:26]([C:27]([OH:29])=[O:28])=[CH:31][CH:32]=6)[CH:21]=[N:22][C:17]5=[N:16][N:15]=4)[CH2:12][CH2:13]3)=[CH:8][CH:9]=2)[CH:4]=[CH:3][CH:2]=1 |f:1.2,4.5.6|. Procedure details: Methyl 4-[3-(1-quinolin-6-ylcyclopropyl) [1,2,4]triazolo[4,3-b][1,2,4]triazin-6-yl]benzoate (300 mg, 0.7 mmol) was dissolved in 6 ml of THF-MeOH—H2O (3:1:1). To the solution was added a solution of 2.0 M of lithium hydroxide in water (710 μL) with stirring under N2 atmosphere. The mixture was stirred at RT for 1 h, and then neutralized with aqueous HCl solution (1.0 M, 1.420 mL). The white precipitate formed was collected by filtration, and dried in-vacuo to give the desired product (210 mg, 72%... Starting materials: Cc1ccsc1C(=O)Cl, ClCCl, Cl, CC1CC2C3CC(F)C4=CC(=O)C=CC4(C)C34OC4CC2(C)C1(O)C(=O)O, c1ccncc1. As a reaction SMILES: [CH3:28][c:29]1[c:30]([C:34](=[O:35])[Cl:36])[s:31][cH:32][cH:33]1.[Cl:38][CH2:39][Cl:40].[ClH:37].[O:1]1[C:2]23[CH:3]1[CH2:4][C:5]1([CH3:27])[C:6]([C:23](=[O:24])[OH:25])([OH:26])[CH:7]([CH3:22])[CH2:8][CH:9]1[CH:10]2[CH2:11][CH:12]([F:21])[C:13]1=[CH:14][C:15](=[O:20])[CH:16]=[CH:17][C:18]31[CH3:19].[cH:41]1[cH:42][cH:43][n:44][cH:45][cH:46]1>>[O:1]1[C:2]23[CH:3]1[CH2:4][C:5]1([CH3:27])[C:6]([C:23](=[O:24])[OH:25])([O:26][C:34]([c:30]4[c:29]([CH3:28])[cH:33][cH:32][s:31]4)=[O:35])[CH:7]([CH3:22])[CH2:8][CH:9]1[CH:10]2[CH2:11][CH:12]([F:21])[C:13]1=[CH:14][C:15](=[O:20])[CH:16]=[CH:17][C:18]31[CH3:19]. Product: Cc1ccsc1C(=O)OC1(C(=O)O)C(C)CC2C3CC(F)C4=CC(=O)C=CC4(C)C34OC4CC21C. The reactants are NC(=O)CBr, CC#N, Fc1ccc2c(C3CCNCC3)noc2c1, [K+], [K+], O=C([O-])[O-]. Yields the product NC(=O)CN1CCC(c2noc3cc(F)ccc23)CC1. Reaction SMILES: [Br:23][CH2:24][C:25](=[O:26])[NH2:27].[CH3:28][C:29]#[N:30].[F:1][c:2]1[cH:3][c:4]2[c:5]([c:6]([CH:9]3[CH2:10][CH2:11][NH:12][CH2:13][CH2:14]3)[n:7][o:8]2)[cH:15][cH:16]1.[K+:17].[K+:18].[O-:19][C:20]([O-:21])=[O:22]>>[F:1][c:2]1[cH:3][c:4]2[c:5]([c:6]([CH:9]3[CH2:10][CH2:11][N:12]([CH2:24][C:25](=[O:26])[NH2:27])[CH2:13][CH2:14]3)[n:7][o:8]2)[cH:15][cH:16]1.